From a dataset of the Open Reaction Database (ORD), a public repository of structured organic reaction records. describe an organic reaction: reactants, conditions, products, and yield Reactants: BrCCCCOc1cccc2ccccc12, CN(C)C(=N)N(C)C, CCOC(C)=O, Cl, O=C1COC(=O)N1, C1CCOC1. Product: O=C1COC(=O)N1CCCCOc1cccc2ccccc12. Reaction SMILES: [Br:1][CH2:2][CH2:3][CH2:4][CH2:5][O:6][c:7]1[cH:8][cH:9][cH:10][c:11]2[cH:12][cH:13][cH:14][cH:15][c:16]12.[CH3:24][N:25]([CH3:26])[C:27]([N:28]([CH3:29])[CH3:30])=[NH:31].[CH3:38][CH2:39][O:40][C:41](=[O:42])[CH3:43].[ClH:32].[O:17]1[C:18](=[O:23])[NH:19][C:20](=[O:22])[CH2:21]1.[O:33]1[CH2:34][CH2:35][CH2:36][CH2:37]1>>[CH2:2]([CH2:3][CH2:4][CH2:5][O:6][c:7]1[cH:8][cH:9][cH:10][c:11]2[cH:12][cH:13][cH:14][cH:15][c:16]12)[N:19]1[C:18](=[O:23])[O:17][CH2:21][C:20]1=[O:22]. Starting materials: molecular oxygen, N(=O)[O-].[Na+] (sodium nitrite), CC1(CCCC(N1[O])(C)C)C (TEMPO), CC(=O)O[Na] (CH3CO2Na), FC(CO)(C(C(OC(C(C(OC(F)(F)F)(F)F)(F)F)(F)F)(F)F)F)F (2,2,3,4,4-pentafluoro-4-(1,1,2,2,3,3-hexafluoro-3-trifluoromethoxy-propoxy)-butan-1-ol), O=O (oxygen). The solvent is C(C)(=O)O (acetic acid). Reaction conditions: temperature 60 celsius, time 16 hour. Yields the product FC(C(=O)O)(C(C(OC(C(C(OC(F)(F)F)(F)F)(F)F)(F)F)(F)F)F)F (2,2,3,4,4-Pentafluoro-4-(1,1,2,2,3,3-hexafluoro-3-trifluoromethoxy-propoxy)-butyric acid). Isolated yield 99.9%. As a reaction SMILES: N([O-])=O.[Na+].CC1(C)N([O])C(C)(C)CCC1.CC(O[Na])=[O:18].[F:21][C:22]([F:45])([CH:25]([F:44])[C:26]([F:43])([F:42])[O:27][C:28]([F:41])([F:40])[C:29]([F:39])([F:38])[C:30]([F:37])([F:36])[O:31][C:32]([F:35])([F:34])[F:33])[CH2:23][OH:24].O=O>C(O)(=O)C>[F:21][C:22]([F:45])([CH:25]([F:44])[C:26]([F:43])([F:42])[O:27][C:28]([F:40])([F:41])[C:29]([F:38])([F:39])[C:30]([F:36])([F:37])[O:31][C:32]([F:33])([F:34])[F:35])[C:23]([OH:18])=[O:24] |f:0.1,^1:8|. Reported procedure: 80 mL of acetic acid, 0.32 g sodium nitrite, TEMPO (0.24 g), CH3CO2Na (1.13 g) and 8 g of 2,2,3,4,4-pentafluoro-4-(1,1,2,2,3,3-hexafluoro-3-trifluoromethoxy-propoxy)-butan-1-ol were placed in a 200 mL glass flask equipped with a balloon containing molecular oxygen, a reflux condenser and a stirrer. The balloon was opened such that a gentle flow of oxygen was generated. The mixture was stirred for 16 hr at 60° C. upon which the mixture was acidified to pH 1 to 2 and extracted with diethyl ether (... The reactants are N-morpholine N-oxide, BrC=1C=C(C(=NC1)NC=1SC=C(N1)C)SC1=C(C=CC=C1)Cl (N-(5-bromo-3-(2-chlorophenylthio)pyridin-2-yl)-4-methylthiazol-2-amine), CC1(OB(OC1(C)C)B1OC(C(O1)(C)C)(C)C)C (4,4,4′,4′,5,5,5′,5′-octamethyl-2,2′-bi(1,3,2-dioxaborolane)), C1(CCCC1)P(C1CCCC1)C1CCCC1 (tricyclopentylphosphine), [F-].[Cs+] (cesium fluoride). The reagents and catalysts are CC(=O)[O-].CC(=O)[O-].[Pd+2] (Pd(OAc)2). Solvent: C(C)#N (acetonitrile). Run at temperature 90 celsius. The product is ClC1=C(C=CC=C1)SC=1C=C(C=NC1NC=1SC=C(N1)C)O (5-(2-chlorophenylthio)-6-(4-methylthiazol-2-ylamino)pyridin-3-ol). Reaction SMILES: Br[C:2]1[CH:3]=[C:4]([S:15][C:16]2[CH:21]=[CH:20][CH:19]=[CH:18][C:17]=2[Cl:22])[C:5]([NH:8][C:9]2[S:10][CH:11]=[C:12]([CH3:14])[N:13]=2)=[N:6][CH:7]=1.CC1(C)C(C)(C)OB(B2OC(C)(C)C(C)(C)O2)[O:25]1.C1(P(C2CCCC2)C2CCCC2)CCCC1.[F-].[Cs+]>C(#N)C.CC([O-])=O.CC([O-])=O.[Pd+2]>[Cl:22][C:17]1[CH:18]=[CH:19][CH:20]=[CH:21][C:16]=1[S:15][C:4]1[CH:3]=[C:2]([OH:25])[CH:7]=[N:6][C:5]=1[NH:8][C:9]1[S:10][CH:11]=[C:12]([CH3:14])[N:13]=1 |f:3.4,6.7.8|. Procedure: A degassed mixture of N-(5-bromo-3-(2-chlorophenylthio)pyridin-2-yl)-4-methylthiazol-2-amine (1.10 g, 2.66 mmol), 4,4,4′,4′,5,5,5′,5′-octamethyl-2,2′-bi(1,3,2-dioxaborolane) (1.35 g, 5.32 mmol), Pd(OAc)2 (60 mg, 0.27 mmol), tricyclopentylphosphine (93 mg. 0.40 mmol) and cesium fluoride (3.64 g, 23.9 mmol) in acetonitrile is heated at 90° C. for 5 hours. The reaction mixture is cooled and partitioned between ether and water. The crude product is dissolved in THF. N-morpholine N-oxide (1.40 g, 12.... Starting materials: ClCC(C)(C)C1=NN=C(S1)NC (5-(2-chloro-1,1-dimethylethyl)-2-methylamino-1,3,4-thiadiazole), [C-]#N.[Na+] (NaCN). Solvent: CS(=O)C (dimethylsulfoxide). Yields the product desired intermediate, C(#N)CC(C)(C)C1=NN=C(S1)NC (5-(2-cyano-1,1-dimethylethyl)-2-methylamino-1,3,4-thiadiazole). Reaction SMILES: Cl[CH2:2][C:3]([C:6]1[S:10][C:9]([NH:11][CH3:12])=[N:8][N:7]=1)([CH3:5])[CH3:4].[C-:13]#[N:14].[Na+]>CS(C)=O>[C:13]([CH2:2][C:3]([C:6]1[S:10][C:9]([NH:11][CH3:12])=[N:8][N:7]=1)([CH3:5])[CH3:4])#[N:14] |f:1.2|. Reported procedure: A 20.5 g. portion of the intermediate prepared in Example 1 and 10 g. of NaCN were added to 50 ml. of dimethylsulfoxide and heated at 110° C. for two hours. The reaction mixture was then cooled and poured into 300 ml. of water, which was then extracted with a total of 1 liter of ethyl ether. The combined ether extracts were dried over anhydrous Na2SO4, filtered, and evaporated to dryness yielding a dark oil. The oil was chromatographed on a silica gel column, eluting with ethyl acetate. The desi... Starting materials: BrN1C(CCC1=O)=O (N-bromosuccinimide), C(C1=CC=CC=C1)(=O)OOC(C1=CC=CC=C1)=O (benzoyl peroxide), C(C)OC(\C=C(/C)\OC1=C(C(=CC=C1)C)C)=O ((E)-3-(2,3-dimethyl-phenoxy)-but-2-enoic acid ethyl ester). The solvent is C(Cl)(Cl)(Cl)Cl (carbon tetrachloride). Yields the product C(C)OC(\C=C(/CBr)\OC1=C(C(=CC=C1)C)C)=O ((E)-4-bromo-3-(2,3-dimethyl-phenoxy)-but-2-enoic acid ethyl ester). Yield: 30.9%. RXN SMILES: [CH2:1]([O:3][C:4](=[O:17])/[CH:5]=[C:6](/[O:8][C:9]1[CH:14]=[CH:13][CH:12]=[C:11]([CH3:15])[C:10]=1[CH3:16])\[CH3:7])[CH3:2].[Br:18]N1C(=O)CCC1=O.C(OOC(=O)C1C=CC=CC=1)(=O)C1C=CC=CC=1>C(Cl)(Cl)(Cl)Cl>[CH2:1]([O:3][C:4](=[O:17])/[CH:5]=[C:6](/[O:8][C:9]1[CH:14]=[CH:13][CH:12]=[C:11]([CH3:15])[C:10]=1[CH3:16])\[CH2:7][Br:18])[CH3:2]. Procedure: To a stirred mixture of (E)-3-(2,3-dimethyl-phenoxy)-but-2-enoic acid ethyl ester (7.19 g, 0.031 mol) in carbon tetrachloride (40 mL) under a nitrogen atmosphere was added N-bromosuccinimide (8.19 g, 0.046 mol) and benzoyl peroxide (730 mg, 0.003 mol). Nitrogen gas was bubbled through the mixture for 5 min, and the resulting mixture was heated to reflux for 4 h. The reaction mixture was then placed in the refrigerator overnight. The solids formed were removed by filtration and the filtrate conce... The reactants are ClC=1C=C(C=CC1)B1OCCO1 (2-(3-chlorophenyl)-[1,3,2]-dioxaborolane), BrC1=C(C=CC=C1)COCOC (1-bromo-2-((methoxymethoxy)methyl)benzene). Product: ClC=1C=C(C=CC1)B1OCC2=C1C=CC=C2 (1-(3-Chlorophenyl)-1,3-dihydrobenzo[c][1,2]oxaborole). RXN SMILES: [Cl:1][C:2]1[CH:3]=[C:4]([B:8]2[O:12][CH2:11][CH2:10]O2)[CH:5]=[CH:6][CH:7]=1.Br[C:14]1[CH:19]=[CH:18]C=[CH:16][C:15]=1COCOC>>[Cl:1][C:2]1[CH:3]=[C:4]([B:8]2[C:16]3[CH:15]=[CH:14][CH:19]=[CH:18][C:10]=3[CH2:11][O:12]2)[CH:5]=[CH:6][CH:7]=1. Reported procedure: This was prepared as per the procedure in Example 11, from 2-(3-chlorophenyl)-[1,3,2]-dioxaborolane and 1-bromo-2-((methoxymethoxy)methyl)benzene to afford white crystalline product. The reactants are CCOP(=S)(OCC)O/N=C(\C#N)/C1=CC=CC=C1 (Phoxime), C(C)(C)N(CC)C(C)C (diisopropylethylamine), CC1=CC=C(C=N1)C(=O)N1C[C@@H](CC1)N ((3R)-1-[(6-methylpyridin-3-yl)carbonyl]pyrrolidin-3-amine), C(C1=CC=CC=C1)N (Benzylamine), C(C)(C)N(CC)C(C)C (diisopropylethylamine), [N-]=C=O (isocyanate). Conditions: time 18 hour. Yields the product C(C1=CC=CC=C1)NC(=O)N[C@H]1CN(CC1)C(=O)C=1C=NC(=CC1)C (N-benzyl-N′-{(3R)-1-[(6-methylpyridin-3-yl)carbonyl]pyrrolidin-3-yl}urea). Reaction SMILES: CCOP(O/[N:10]=[C:11](/[C:14]1[CH:19]=[CH:18][CH:17]=[CH:16][CH:15]=1)\C#N)(OCC)=S.C(N(C(C)C)CC)(C)C.[CH3:29][C:30]1[N:35]=[CH:34][C:33]([C:36]([N:38]2[CH2:42][CH2:41][C@@H:40]([NH2:43])[CH2:39]2)=[O:37])=[CH:32][CH:31]=1.C(N)C1C=CC=CC=1.[N-]=[C:53]=[O:54]>>[CH2:11]([NH:10][C:53]([NH:43][C@@H:40]1[CH2:41][CH2:42][N:38]([C:36]([C:33]2[CH:34]=[N:35][C:30]([CH3:29])=[CH:31][CH:32]=2)=[O:37])[CH2:39]1)=[O:54])[C:14]1[CH:15]=[CH:16][CH:17]=[CH:18][CH:19]=1. Procedure details: Phoxime resin (Aldrich Chemical Co.) (0.077 g, 0.14 mmol) was added to a glass reaction vessel and treated with diisopropylethylamine (0.016 g, 0.12 mmol, in 0.75 mL of methylene chloride) and (3R)-1-[(6-methylpyridin-3-yl)carbonyl]pyrrolidin-3-amine (0.013 g, 0.06 mmol, in 1.3 mL of methylene chloride). The mixture was shaken for 18 hours at room temperature to afford a resin-bound oximecarbamate intermediate that was washed with methylene chloride (3 mL). Benzylamine (0.14 mmol, in 0.6 mL of t...